Dataset: the Open Reaction Database (ORD), a public repository of structured organic reaction records. Task: describe an organic reaction: reactants, conditions, products, and yield Starting materials: OC1(CN(CC1)C(=O)OC(C)(C)C)CCO (tert-butyl 3-hydroxy-3-(2-hydroxyethyl)pyrrolidine-1-carboxylate), C1(=CC=C(C=C1)S(=O)(=O)Cl)C (p-toluene sulfonylchloride). The solvent is N1=CC=CC=C1 (pyridine). Conditions: time 8 hour. The product is OC1(CN(CC1)C(=O)OC(C)(C)C)CCOS(=O)(=O)C1=CC=C(C=C1)C (tert-butyl 3-hydroxy-3-(2-{[(4-methylphenyl)sulfonyl]oxy}ethyl)pyrrolidine-1-carboxylate). Isolated yield 95.7%. As a reaction SMILES: [OH:1][C:2]1([CH2:14][CH2:15][OH:16])[CH2:6][CH2:5][N:4]([C:7]([O:9][C:10]([CH3:13])([CH3:12])[CH3:11])=[O:8])[CH2:3]1.[C:17]1([CH3:27])[CH:22]=[CH:21][C:20]([S:23](Cl)(=[O:25])=[O:24])=[CH:19][CH:18]=1>N1C=CC=CC=1>[OH:1][C:2]1([CH2:14][CH2:15][O:16][S:23]([C:20]2[CH:21]=[CH:22][C:17]([CH3:27])=[CH:18][CH:19]=2)(=[O:25])=[O:24])[CH2:6][CH2:5][N:4]([C:7]([O:9][C:10]([CH3:11])([CH3:12])[CH3:13])=[O:8])[CH2:3]1. Reported procedure: Under cooling with a cryogen (−10° C. to 0° C.), to a solution of tert-butyl 3-hydroxy-3-(2-hydroxyethyl)pyrrolidine-1-carboxylate (4.72 g) in pyridine (10 mL) was added p-toluene sulfonylchloride (1.68 g), followed by stirring at room temperature for overnight. The reaction mixture was concentrated under reduced pressure, and 1 M hydrochloric acid was added thereto, followed by extraction with EtOAc. The organic layer was washed with water and brine in this order, dried over MgSO4, and then con... Starting materials: C1CCOC1, CO, [Na+], [OH-], COC(=O)c1ccc(CNc2cccc3cccnc23)cc1. As a reaction SMILES: [CH2:27]1[O:28][CH2:29][CH2:30][CH2:31]1.[CH3:25][OH:26].[Na+:24].[OH-:23].[n:1]1[cH:2][cH:3][cH:4][c:5]2[cH:6][cH:7][cH:8][c:9]([NH:11][CH2:12][c:13]3[cH:14][cH:15][c:16]([C:17](=[O:18])[O:19][CH3:20])[cH:21][cH:22]3)[c:10]12>>[n:1]1[cH:2][cH:3][cH:4][c:5]2[cH:6][cH:7][cH:8][c:9]([NH:11][CH2:12][c:13]3[cH:14][cH:15][c:16]([C:17](=[O:18])[OH:19])[cH:21][cH:22]3)[c:10]12. Product: O=C(O)c1ccc(CNc2cccc3cccnc23)cc1. Reactants: C1CCNCC1, CCOC(=O)CC(=O)O, Cc1ccc(C=O)cn1, Cl, c1ccncc1. Product: CCOC(=O)C=Cc1ccc(C)nc1. As a reaction SMILES: [CH2:1]1[CH2:2][CH2:3][NH:4][CH2:5][CH2:6]1.[CH2:7]([CH3:8])[O:9][C:10]([CH2:11][C:12]([OH:13])=[O:14])=[O:15].[CH3:16][c:17]1[cH:18][cH:19][c:20]([CH:23]=[O:24])[cH:21][n:22]1.[ClH:25].[cH:26]1[cH:27][cH:28][n:29][cH:30][cH:31]1>>[CH2:7]([CH3:8])[O:9][C:10]([CH:11]=[CH:12][c:20]1[cH:19][cH:18][c:17]([CH3:16])[n:22][cH:21]1)=[O:15]. The reactants are compound, CS(=O)(=O)O (methanesulfonic acid), C(C)(=O)O (acetic acid), CCCCCCC.C(C)(=O)OC(C)C (n-heptane isopropyl acetate). The solvent is O (water), O (water). Reaction SMILES: CS(O)(=O)=O.[CH3:6][CH2:7][CH2:8][CH2:9][CH2:10][CH2:11][CH3:12].C(O[CH:17]([CH3:19])[CH3:18])(=O)C.[C:20]([OH:23])(=[O:22])C>O>[CH2:8]([C@H:9]([CH2:10][CH2:11][CH2:12][CH2:18][CH2:17][CH3:19])[C:20]([OH:23])=[O:22])[CH2:7][CH3:6] |f:1.2|. Run at temperature 108.5 celsius, time 13 hour. Procedure details: Under an argon atmosphere, the compound (100 g) produced in Reference Example 3 was dissolved in acetic acid (230 mL) at about 40° C. (inner temperature). A solution of methanesulfonic acid (130 g) in water (182 mL) was added to the above solution, then stirred at about 105-112° C. (inner temperature) for about 13 hours, and cooled to about 28° C. (inner temperature). Then, water (400 mL) and a mixture of n-heptane: isopropyl acetate (5:1) (500 mL) were added and the mixture was extracted. The o... Product: C(CC)[C@@H](C(=O)O)CCCCCC ((2R)-2-propyloctanoic acid). Reactants: O1C(=CC=C1)C1=NC(=NC(=C1)S(=O)C)N (4-furan-2-yl-6-methanesulfinyl-pyrimidin-2-yl-amine), ( 98 ), ( 70 ), SCCC1=NC=CC=C1 (2-mercaptoethylpyridine), C1CCC2=NCCCN2CC1 (DBU). Solvent: COCCOC (DME). The product is O1C(=CC=C1)C1=NC(=NC(=C1)SCCC1=NC=CC=C1)N (4-Furan-2-yl-6-(2-pyridin-2-yl-ethylsulfanyl)-pyrimidin-2-yl-amine). Reaction SMILES: [O:1]1[CH:5]=[CH:4][CH:3]=[C:2]1[C:6]1[CH:11]=[C:10]([S:12]([CH3:14])=O)[N:9]=[C:8]([NH2:15])[N:7]=1.SC[CH2:18][C:19]1[CH:24]=[CH:23][CH:22]=[CH:21][N:20]=1.C1CCN2C(=NCCC2)CC1>COCCOC>[O:1]1[CH:5]=[CH:4][CH:3]=[C:2]1[C:6]1[CH:11]=[C:10]([S:12][CH2:14][CH2:18][C:19]2[CH:24]=[CH:23][CH:22]=[CH:21][N:20]=2)[N:9]=[C:8]([NH2:15])[N:7]=1. Procedure details: From 4-furan-2-yl-6-methanesulfinyl-pyrimidin-2-yl-amine, 2-mercaptoethylpyridine and DBU in DME. ES-MS m/e (%): 299 (M+H+, 100), 194 (98), 106 (70). Starting materials: O=C1CC(Br)C(=O)N1, CC#N, CCOC(C)=O, COc1ccc2c(c1)CC(C)N(C(=O)C(F)(F)F)CC2C. The product is COc1cc2c(cc1Br)C(C)CN(C(=O)C(F)(F)F)C(C)C2. As a reaction SMILES: [Br:22][CH:23]1[CH2:24][C:25](=[O:26])[NH:27][C:28]1=[O:29].[CH3:30][C:31]#[N:32].[CH3:33][CH2:34][O:35][C:36]([CH3:37])=[O:38].[F:1][C:2]([C:3](=[O:4])[N:5]1[CH:6]([CH3:19])[CH2:7][c:8]2[c:9]([cH:13][cH:14][c:15]([O:17][CH3:18])[cH:16]2)[CH:10]([CH3:12])[CH2:11]1)([F:20])[F:21]>>[F:1][C:2]([C:3](=[O:4])[N:5]1[CH:6]([CH3:19])[CH2:7][c:8]2[c:9]([cH:13][c:14]([Br:22])[c:15]([O:17][CH3:18])[cH:16]2)[CH:10]([CH3:12])[CH2:11]1)([F:20])[F:21]. The reactants are Cl (HCl), CC(C)(C)C1N(CCC(C1)C(=O)NC1=CC=C(C=C1)C(C(CC)CC)N1C=NC=C1)C(=O)[O-] ((±)-1,1-dimethylethyl4-[[[4-[2-ethyl-1-(1H-imidazol-1-yl)butyl]phenyl]amino]carbonyl]-1-piperidinecarboxylate), [OH-].[Na+] (NaOH). Yields the product Cl.C(C)C(C(N1C=NC=C1)C1=CC=C(C=C1)NC(=O)C1CCNCC1)CC ((±)—N-[4-[2-ethyl-1-(1H-imidazol-1-yl)butyl]-phenyl]-4-piperidinecarboxamide monohydrochloride). Yield: 68.0%. Reported procedure: HCl conc. (3.6 ml) was added at RT to a mixture of (±)-1,1-dimethylethyl4-[[[4-[2-ethyl-1-(1H-imidazol-1-yl)butyl]phenyl]amino]carbonyl]-1-piperidinecarboxylate (0.0032 mol) in EtOAc (30 ml). The mixture was stirred at RT for 4 hours, then basified with a concentrated NaOH solution and extracted with EtOAc and then CH2Cl2. The organic layer was separated, dried, filtered and the solvent was evaporated. The residue (1 g) was converted into the hydrochloric acid salt (1:1) in 2-propanol. The preci... Run at time 4 hour. Run in CCOC(=O)C (EtOAc). RXN SMILES: [ClH:1].CC([CH:6]1[CH2:11][CH:10]([C:12]([NH:14][C:15]2[CH:20]=[CH:19][C:18]([CH:21]([N:27]3[CH:31]=[CH:30][N:29]=[CH:28]3)[CH:22]([CH2:25][CH3:26])[CH2:23][CH3:24])=[CH:17][CH:16]=2)=[O:13])[CH2:9][CH2:8][N:7]1C([O-])=O)(C)C.[OH-].[Na+]>CCOC(C)=O>[ClH:1].[CH2:25]([CH:22]([CH2:23][CH3:24])[CH:21]([C:18]1[CH:19]=[CH:20][C:15]([NH:14][C:12]([CH:10]2[CH2:9][CH2:8][NH:7][CH2:6][CH2:11]2)=[O:13])=[CH:16][CH:17]=1)[N:27]1[CH:31]=[CH:30][N:29]=[CH:28]1)[CH3:26] |f:2.3,5.6|.